From a dataset of the Open Reaction Database (ORD), a public repository of structured organic reaction records. describe an organic reaction: reactants, conditions, products, and yield Starting materials: polymethylmethacrylate, C(C1=CC=CC=C1)O (benzyl alcohol), CCCCCCCCCCCCCCCCCCOC(=O)CCC1=CC(=C(C(=C1)C(C)(C)C)O)C(C)(C)C (Irganox 1076), CO (methanol). The reagents and catalysts are CC(C)[O-].CC(C)[O-].CC(C)[O-].CC(C)[O-].[Ti+4] (tetraisopropyl titanate). Run in C1CCCC2CCCCC12 (decalin). Reaction conditions: temperature 185 celsius. Yields the product C(C(=C)C)(=O)OC.C(C(=C)C)(=O)OCC1=CC=CC=C1 (Methyl Methacrylate Benzyl Methacrylate). Reaction SMILES: [CH2:1]([OH:8])[C:2]1[CH:7]=[CH:6][CH:5]=[CH:4][CH:3]=1.CCCCCCCCCCCCCCCCC[CH2:26][O:27][C:28]([CH2:30][CH2:31]C1C=C(C(C)(C)C)[C:35]([OH:42])=[C:34]([C:43](C)(C)C)[CH:33]=1)=[O:29].CO>C1C2C(CCCC2)CCC1.CC([O-])C.CC([O-])C.CC([O-])C.CC([O-])C.[Ti+4]>[C:28]([O:27][CH3:26])(=[O:29])[C:30]([CH3:31])=[CH2:1].[C:35]([O:8][CH2:1][C:2]1[CH:7]=[CH:6][CH:5]=[CH:4][CH:3]=1)(=[O:42])[C:34]([CH3:43])=[CH2:33] |f:4.5.6.7.8,9.10|. Reported procedure: 350 grams (3.5 mole) of polymethylmethacrylate (Plexiglass VO 44 from Rohm & Haas), 378 grams of benzyl alcohol (3.5 mole) and 0.54 gram (0.1 mole %) of an antioxidant Irganox 1076 were heated to 180° C. to dissolve them in 550 cc of decalin. 13.86 grams of tetraisopropyl titanate was added and the temperature was maintained at 180-190° C. for 14 hours, and during this time 23 ml of distillate containing methanol was collected and the reaction was stopped. The polymer was precipitated in methano... Reactants: O=S(=O)(O)Cl, O=C(O)c1ccc(OC(F)(F)C(F)(F)F)cc1, CN(C)C=O, O=S(=O)(O)O, O=S(Cl)Cl. Yields the product O=C(Cl)c1ccc(OC(F)(F)C(F)(F)F)cc1. RXN SMILES: [Cl:6][S:7]([OH:8])(=[O:9])=[O:10].[F:11][C:12]([C:13]([F:14])([F:15])[F:16])([O:17][c:18]1[cH:19][cH:20][c:21]([C:22](=[O:23])[OH:24])[cH:25][cH:26]1)[F:27].[O:32]=[CH:33][N:34]([CH3:35])[CH3:36].[S:1](=[O:2])(=[O:3])([OH:4])[OH:5].[S:28]([Cl:29])([Cl:30])=[O:31]>>[F:11][C:12]([C:13]([F:14])([F:15])[F:16])([O:17][c:18]1[cH:19][cH:20][c:21]([C:22](=[O:23])[Cl:30])[cH:25][cH:26]1)[F:27]. The reactants are BrC=1N=C2C(=NC1)N(C=C2C(=O)NC(C)(C)C)COCC[Si](C)(C)C (2-bromo-N-tert-butyl-5-((2-(trimethylsilyl)ethoxy)methyl)-5H-pyrrolo[2,3-b]pyrazine-7-carboxamide), NC=1C=C(C=CC1)C(C)O (1-(3-aminophenyl)ethanol), CC1(C2=C(C(=CC=C2)P(C3=CC=CC=C3)C4=CC=CC=C4)OC5=C(C=CC=C51)P(C6=CC=CC=C6)C7=CC=CC=C7)C (xantphos), C([O-])([O-])=O.[Cs+].[Cs+] (cesium carbonate). The reagents and catalysts are C=1C=CC(=CC1)/C=C/C(=O)/C=C/C2=CC=CC=C2.C=1C=CC(=CC1)/C=C/C(=O)/C=C/C2=CC=CC=C2.C=1C=CC(=CC1)/C=C/C(=O)/C=C/C2=CC=CC=C2.[Pd].[Pd] (Pd2(dba)3). Run in O1CCOCC1 (dioxane). Reaction conditions: temperature 150 celsius. Product: C(C)(C)(C)NC(=O)C1=CN(C2=NC=C(N=C21)NC2=CC(=CC=C2)C(C)O)COCC[Si](C)(C)C (N-tert-butyl-2-(3-(1-hydroxyethyl)phenylamino)-5-((2-(trimethylsilyl)ethoxy)methyl)-5H-pyrrolo[2,3-b]pyrazine-7-carboxamide). The yield is 42.2%. RXN SMILES: Br[C:2]1[N:3]=[C:4]2[C:10]([C:11]([NH:13][C:14]([CH3:17])([CH3:16])[CH3:15])=[O:12])=[CH:9][N:8]([CH2:18][O:19][CH2:20][CH2:21][Si:22]([CH3:25])([CH3:24])[CH3:23])[C:5]2=[N:6][CH:7]=1.[NH2:26][C:27]1[CH:28]=[C:29]([CH:33]([OH:35])[CH3:34])[CH:30]=[CH:31][CH:32]=1.CC1(C)C2C(=C(P(C3C=CC=CC=3)C3C=CC=CC=3)C=CC=2)OC2C(P(C3C=CC=CC=3)C3C=CC=CC=3)=CC=CC1=2.C(=O)([O-])[O-].[Cs+].[Cs+]>O1CCOCC1.C1C=CC(/C=C/C(/C=C/C2C=CC=CC=2)=O)=CC=1.C1C=CC(/C=C/C(/C=C/C2C=CC=CC=2)=O)=CC=1.C1C=CC(/C=C/C(/C=C/C2C=CC=CC=2)=O)=CC=1.[Pd].[Pd]>[C:14]([NH:13][C:11]([C:10]1[C:4]2[C:5](=[N:6][CH:7]=[C:2]([NH:26][C:27]3[CH:32]=[CH:31][CH:30]=[C:29]([CH:33]([OH:35])[CH3:34])[CH:28]=3)[N:3]=2)[N:8]([CH2:18][O:19][CH2:20][CH2:21][Si:22]([CH3:25])([CH3:24])[CH3:23])[CH:9]=1)=[O:12])([CH3:17])([CH3:16])[CH3:15] |f:3.4.5,7.8.9.10.11|. Procedure: A mixture of 2-bromo-N-tert-butyl-5-((2-(trimethylsilyl)ethoxy)methyl)-5H-pyrrolo[2,3-b]pyrazine-7-carboxamide (150 mg, 351 μmol), 1-(3-aminophenyl)ethanol (72.2 mg, 526 μmol), xantphos (60.9 mg, 105 μmol), Pd2(dba)3 (32.1 mg, 35.1 μmol) and cesium carbonate (229 mg, 702 μmol) in dioxane (2 mL) was heated in a microwave at 150° C. for 20 min. The mixture was cooled then filtered through a pad of celite. The filtrate was concentrated in vacuo then purified by chromatography (silica, 40-70% ethyl ... Starting materials: CN1N=CC(=C1)B1OC(C(O1)(C)C)(C)C (1-methyl-4-(4,4,5,5-tetramethyl-1,3,2-dioxaborolan-2-yl)-1H-pyrazole), ClC1=CC=C(C=N1)CC=1C=C2C(N(C=NC2=C2C1C=CC=C2)[C@@H]2[C@H](COCC2)O)=O (6-[(6-chloropyridin-3-yl)methyl]-3-[(3R,4S)-3-hydroxytetrahydro-2H-pyran-4-yl]benzo[h]quinazolin-4(3H)-one), C([O-])([O-])=O.[Cs+].[Cs+] (cesium carbonate), CN1N=CC(=C1)B1OC(C(O1)(C)C)(C)C (1-methyl-4-(4,4,5,5-tetramethyl-1,3,2-dioxaborolan-2-yl)-1H-pyrazole). The reagents and catalysts are CC(C)([P](C(C)(C)C)([Pd][P](C(C)(C)C)(C(C)(C)C)C(C)(C)C)C(C)(C)C)C (bis(tri-tert-butylphosphine)palladium(0)), CC(C)([P](C(C)(C)C)([Pd][P](C(C)(C)C)(C(C)(C)C)C(C)(C)C)C(C)(C)C)C (bis(tri-tert-butylphosphine)palladium(0)). Run in C1CCOC1 (THF), C(C)(=O)OCC (ethyl acetate). Reaction conditions: temperature 85 celsius, time 24 hour. Product: O[C@H]1COCC[C@@H]1N1C=NC2=C3C(=C(C=C2C1=O)CC=1C=NC(=CC1)C=1C=NN(C1)C)C=CC=C3 (3-[(3R,4S)-3-Hydroxytetrahydro-2H-pyran-4-yl]-6-{[6-(1-methyl-1H-pyrazol-4-yl)pyridine-3-yl]methyl}benzo[h]quinazolin-4(3H)-one). RXN SMILES: Cl[C:2]1[N:7]=[CH:6][C:5]([CH2:8][C:9]2[CH:10]=[C:11]3[C:16](=[C:17]4[CH:22]=[CH:21][CH:20]=[CH:19][C:18]=24)[N:15]=[CH:14][N:13]([C@H:23]2[CH2:28][CH2:27][O:26][CH2:25][C@@H:24]2[OH:29])[C:12]3=[O:30])=[CH:4][CH:3]=1.C(=O)([O-])[O-].[Cs+].[Cs+].[CH3:37][N:38]1[CH:42]=[C:41](B2OC(C)(C)C(C)(C)O2)[CH:40]=[N:39]1>C1COCC1.C(OCC)(=O)C.CC(C)([P](C(C)(C)C)([Pd][P](C(C)(C)C)(C(C)(C)C)C(C)(C)C)C(C)(C)C)C>[OH:29][C@@H:24]1[C@@H:23]([N:13]2[C:12](=[O:30])[C:11]3[C:16](=[C:17]4[CH:22]=[CH:21][CH:20]=[CH:19][C:18]4=[C:9]([CH2:8][C:5]4[CH:6]=[N:7][C:2]([C:41]5[CH:40]=[N:39][N:38]([CH3:37])[CH:42]=5)=[CH:3][CH:4]=4)[CH:10]=3)[N:15]=[CH:14]2)[CH2:28][CH2:27][O:26][CH2:25]1 |f:1.2.3,^1:65,71|. Reported procedure: To a solution of 6-[(6-chloropyridin-3-yl)methyl]-3-[(3R,4S)-3-hydroxytetrahydro-2H-pyran-4-yl]benzo[h]quinazolin-4(3H)-one (Example 1, 0.040 g, 0.095 mmol) in 1 mL of THF under an atmosphere of nitrogen was added cesium carbonate (0.19 mL, 1 N aqueous, 0.19 mmol), 1-methyl-4-(4,4,5,5-tetramethyl-1,3,2-dioxaborolan-2-yl)-1H-pyrazole (0.040 g, 0.19 mmol), and bis(tri-tert-butylphosphine)palladium(0) (10 mol %). The reaction was heated at 85° C. for 20 h, and additional 1-methyl-4-(4,4,5,5-tetrame... The reactants are C=1C2=C(OC1CO)C=1C=CC=3C=CC=CC3C1C=C2 (Phenanthro[1,2-b]furan-2-methanol), [Mn](=O)(=O)([O-])[O-].[Ba+2] (barium manganate). Run in C(Cl)Cl (CH2Cl2). Product: O1C(=CC2=C1C=CC=1C=3C=CC=CC3C=CC12)C=O (phenanthro[1,2-d]furan-2-carbaldehyde). Isolated yield 89.3%. RXN SMILES: [CH:1]1[C:2]2[CH:19]=[CH:18][C:17]3[C:16]4[CH:15]=[CH:14][CH:13]=[CH:12][C:11]=4[CH:10]=[CH:9][C:8]=3[C:3]=2[O:4][C:5]=1[CH2:6][OH:7].[Mn]([O-])([O-])(=O)=O.[Ba+2]>C(Cl)Cl>[O:4]1[C:3]2[CH:8]=[CH:9][C:10]3[C:11]4[CH:12]=[CH:13][CH:14]=[CH:15][C:16]=4[CH:17]=[CH:18][C:19]=3[C:2]=2[CH:1]=[C:5]1[CH:6]=[O:7] |f:1.2|. Reported procedure: To a RB flask equipped with magnetic stirring bar, reflux condenser, N2 inlet line with bubbler was added phenanthro[1,2-b]furan-2-methanol (14A, 5.84 g, 23.5 mmol), barium manganate (Aldrich, 12.06 g, 47 mmol) and dry CH2Cl2 (400 mL). The mixture was refluxed for 6 h, filtered and the resulting dark yellow solution filtered through a small plus of SiO2 to remove inorganic salts and polar baseline material. The solvent was then removed by rotary evaporation and the crude material recrystallized ... Starting materials: NC1=CC=C(C=C1)C1CCN(CC1)CC1=CC=C(C=C1)C(C(F)(F)F)(C(F)(F)F)O (2-(4-((4-(4-aminophenyl)piperidin-1-yl)methyl)phenyl)-1,1,1,3,3,3-hexafluoropropan-2-ol), N1=CC=C(C=C1)NC(OC1=CC=CC=C1)=O (phenyl pyridin-4-ylcarbamate). The solvent is O1CCOCC1 (dioxane). Run at temperature 100 celsius. The product is FC(C(C(F)(F)F)(O)C1=CC=C(CN2CCC(CC2)C2=CC=C(C=C2)NC(=O)NC2=CC=NC=C2)C=C1)(F)F (1-(4-(1-(4-(1,1,1,3,3,3-Hexafluoro-2-hydroxypropan-2-yl)benzyl)piperidin-4-yl)phenyl)-3-(pyridin-4-yl)urea). RXN SMILES: [NH2:1][C:2]1[CH:7]=[CH:6][C:5]([CH:8]2[CH2:13][CH2:12][N:11]([CH2:14][C:15]3[CH:20]=[CH:19][C:18]([C:21]([OH:30])([C:26]([F:29])([F:28])[F:27])[C:22]([F:25])([F:24])[F:23])=[CH:17][CH:16]=3)[CH2:10][CH2:9]2)=[CH:4][CH:3]=1.[N:31]1[CH:36]=[CH:35][C:34]([NH:37][C:38](=O)[O:39]C2C=CC=CC=2)=[CH:33][CH:32]=1>O1CCOCC1>[F:25][C:22]([F:23])([F:24])[C:21]([C:18]1[CH:19]=[CH:20][C:15]([CH2:14][N:11]2[CH2:12][CH2:13][CH:8]([C:5]3[CH:6]=[CH:7][C:2]([NH:1][C:38]([NH:37][C:34]4[CH:35]=[CH:36][N:31]=[CH:32][CH:33]=4)=[O:39])=[CH:3][CH:4]=3)[CH2:9][CH2:10]2)=[CH:16][CH:17]=1)([OH:30])[C:26]([F:29])([F:27])[F:28]. Reported procedure: Reaction 2: A mixture of 2-(4-((4-(4-aminophenyl)piperidin-1-yl)methyl)phenyl)-1,1,1,3,3,3-hexafluoropropan-2-ol (0.925 mmol, 400 mg) and phenyl pyridin-4-ylcarbamate (1.388 mmol, 297 mg) in dioxane was heated in a reactivial at 100° C. (heating block temperature) for 48 hours. Starting materials: COc1cc(CNC(=O)c2cc(Br)ccc2F)ccc1Cl, CCCCC([Sn])=C(CCCC)CCCC, Cc1ccccc1, c1ccc(P(c2ccccc2)(c2ccccc2)[Pd](P(c2ccccc2)(c2ccccc2)c2ccccc2)(P(c2ccccc2)(c2ccccc2)c2ccccc2)P(c2ccccc2)(c2ccccc2)c2ccccc2)cc1. Yields the product C=Cc1ccc(F)c(C(=O)NCc2ccc(Cl)c(OC)c2)c1. Reaction SMILES: [Br:1][c:2]1[cH:3][cH:4][c:5]([F:21])[c:6]([C:7](=[O:8])[NH:9][CH2:10][c:11]2[cH:12][c:13]([O:18][CH3:19])[c:14]([Cl:17])[cH:15][cH:16]2)[cH:20]1.[CH2:22]([CH2:23][CH2:35][CH3:36])[C:24]([Sn:25])=[C:26]([CH2:27][CH2:28][CH2:29][CH3:30])[CH2:31][CH2:32][CH2:33][CH3:34].[CH3:37][c:38]1[cH:39][cH:40][cH:41][cH:42][cH:43]1.[cH:44]1[cH:45][cH:46][c:47]([P:48]([Pd:49]([P:50]([c:51]2[cH:52][cH:53][cH:54][cH:55][cH:56]2)([c:57]2[cH:58][cH:59][cH:60][cH:61][cH:62]2)[c:63]2[cH:64][cH:65][cH:66][cH:67][cH:68]2)([P:69]([c:70]2[cH:71][cH:72][cH:73][cH:74][cH:75]2)([c:76]2[cH:77][cH:78][cH:79][cH:80][cH:81]2)[c:82]2[cH:83][cH:84][cH:85][cH:86][cH:87]2)[P:88]([c:89]2[cH:90][cH:91][cH:92][cH:93][cH:94]2)([c:95]2[cH:96][cH:97][cH:98][cH:99][cH:100]2)[c:101]2[cH:102][cH:103][cH:104][cH:105][cH:106]2)([c:107]2[cH:108][cH:109][cH:110][cH:111][cH:112]2)[c:113]2[cH:114][cH:115][cH:116][cH:117][cH:118]2)[cH:119][cH:120]1>>[c:2]1([CH:22]=[CH2:23])[cH:3][cH:4][c:5]([F:21])[c:6]([C:7](=[O:8])[NH:9][CH2:10][c:11]2[cH:12][c:13]([O:18][CH3:19])[c:14]([Cl:17])[cH:15][cH:16]2)[cH:20]1. The reactants are COC=1C=C(C=CC1OC)C1=NN(C([C@H]2CCCC[C@@H]12)=O)CCCCBr ((cis)-4-(3,4-Dimethoxyphenyl)-2-(4-bromo-1-butyl)-4a,5,6,7,8,8a-hexahydro-2H-phthalazin-1-one), Cl.COC=1C=C(C=CC1OC)C1=NN(C([C@H]2CCCC[C@@H]12)=O)CCN1C=NC=C1 ((cis)-4-(3,4-Dimethoxyphenyl)-2-(2-(1-imidazolyl)ethyl)-4a,5,6,7,8,8a-hexahydro-2H-phthalazin-1-one hydrochloride). The product is Cl.COC=1C=C(C=CC1OC)C1=NN(C([C@H]2CCCC[C@@H]12)=O)CCCCN1C=NC=C1 ((cis)-4-(3,4-Dimethoxyphenyl)-2-(4-(1-imidazolyl)-1-butyl)-4a,5,6,7,8,8a-hexahydro-2H-phthalazin-1-one hydrochloride). Reaction SMILES: [CH3:1][O:2][C:3]1[CH:4]=[C:5]([C:11]2[C@H:20]3[C@H:15]([CH2:16][CH2:17][CH2:18][CH2:19]3)[C:14](=[O:21])[N:13]([CH2:22][CH2:23][CH2:24][CH2:25]Br)[N:12]=2)[CH:6]=[CH:7][C:8]=1[O:9][CH3:10].[ClH:27].COC1C=C(C2[C@H]3[C@H](CCCC3)C(=O)N(CC[N:51]3[CH:55]=[CH:54][N:53]=[CH:52]3)N=2)C=CC=1OC>>[ClH:27].[CH3:1][O:2][C:3]1[CH:4]=[C:5]([C:11]2[C@H:20]3[C@H:15]([CH2:16][CH2:17][CH2:18][CH2:19]3)[C:14](=[O:21])[N:13]([CH2:22][CH2:23][CH2:24][CH2:25][N:51]3[CH:55]=[CH:54][N:53]=[CH:52]3)[N:12]=2)[CH:6]=[CH:7][C:8]=1[O:9][CH3:10] |f:1.2,3.4|. Reported procedure: Prepared from compound 58 as described for compound 113. M.p. 210°-212° C. Starting materials: [OH-].[K+] (KOH), C(C#N)C#N (malonic acid dinitrile), C(=S)=S (carbon disulphide), ClCC#N (chloroacetonitrile), CI (methyl iodide). Solvent: O (water), CN(C=O)C (dimethyl formamide). Conditions: time 10 minute. Product: CSC=1SC(=C(C1C#N)N)C#N (2-methylthio-3,5-dicyano-4-aminothiophene). Reaction SMILES: [OH-].[K+].[CH2:3]([C:6]#[N:7])[C:4]#[N:5].[CH3:8]I.Cl[CH2:11][C:12]#[N:13].[C:14](=[S:16])=[S:15]>O.CN(C)C=O>[CH3:8][S:15][C:14]1[S:16][C:11]([C:12]#[N:13])=[C:6]([NH2:7])[C:3]=1[C:4]#[N:5] |f:0.1|. Procedure details: A concentrated solution of 50 g of KOH in approximately 30 ml of water is slowly added dropwise to a solution of 26.5 g of malonic acid dinitrile in approximately 250 ml of dimethyl formamide to which 45 ml of carbon disulphide have been added. During the addition the mixture is stirred and kept at a temperature of 0°-10° C. by cooling. After 10 minutes, 60.0 g of methyl iodide are slowly added dropwise while stirring and cooling and then, after 30 minutes, 30.5 g of chloroacetonitrile. The cool... The reactants are COc1ccc(C)cc1 (substrate), Cc1ccccc1[Mg]Br (effective_coupling_partner). The reagents and catalysts are PCy3+ItBu. Reaction conditions: temperature 110 celsius, time 10 hour. The product is Cc2ccc(c1ccccc1C)cc2.